This data is from the Open Reaction Database (ORD), a public repository of structured organic reaction records. The task is: describe an organic reaction: reactants, conditions, products, and yield Starting materials: O (water), O1[C@H]2[C@@H]1C[C@@H]1CC[C@H]3[C@@H]4CC=C(C(C)=O)[C@]4(CC([C@@H]3[C@]1(C2)C)=O)C (2α,3α-Epoxy-5α-pregn-16-ene-11,20-dione), C([O-])(O)=O.[K+] (potassium bicarbonate), S(O)(O)(=O)=O (sulphuric acid). The solvent is CO (methanol). Run at time 15 minute. Product: O[C@H]1C[C@@H]2CC[C@H]3[C@@H]4CC=C(C(C)=O)[C@]4(CC([C@@H]3[C@]2(C[C@@H]1OC)C)=O)C (3α-Hydroxy-2β-methoxy-5α-pregn-16-ene-11,20-dione). As a reaction SMILES: [O:1]1[C@H:3]2[CH2:4][C@H:5]3[C@:20]([CH3:22])([CH2:21][C@@H:2]12)[C@@H:19]1[C@H:8]([C@H:9]2[C@:16]([CH3:24])([CH2:17][C:18]1=[O:23])[C:12]([C:13](=[O:15])[CH3:14])=[CH:11][CH2:10]2)[CH2:7][CH2:6]3.S(=O)(=O)(O)O.[C:30](=O)(O)[O-].[K+].[OH2:35]>CO>[OH:35][C@@H:3]1[C@@H:2]([O:1][CH3:30])[CH2:21][C@@:20]2([CH3:22])[C@@H:5]([CH2:6][CH2:7][C@@H:8]3[C@@H:19]2[C:18](=[O:23])[CH2:17][C@@:16]2([CH3:24])[C@H:9]3[CH2:10][CH:11]=[C:12]2[C:13](=[O:15])[CH3:14])[CH2:4]1 |f:2.3|. Procedure: 2α,3α-Epoxy-5α-pregn-16-ene-11,20-dione (500 mg.) was dissolved in methanol (25 ml.) and to the stirred solution was added concentrated sulphuric acid (0.1 ml). The solution was stirred at room temperature for 15 minutes, then 10% potassium bicarbonate solution (5 ml.) was added, and the mixture was poured into water. The precipitate was extracted into chloroform, and the extract was dried over sodium sulphate and evaporated to an oil which was recrystallised from ethyl acetate/petrol to give ti... The reactants are BrC1=NC=C(C=C1[SiH](C1=CC=CC=C1)C1=CC=CC=C1)C (2-bromo-5-methyldiphenylsilylpyridine), [Br-].N1=C(C=CC=C1)[Zn+] (2-pyridyl zinc bromide), N (ammonia). Reagents/catalysts: C=1C=CC(=CC1)[P](C=2C=CC=CC2)(C=3C=CC=CC3)[Pd]([P](C=4C=CC=CC4)(C=5C=CC=CC5)C=6C=CC=CC6)([P](C=7C=CC=CC7)(C=8C=CC=CC8)C=9C=CC=CC9)[P](C=1C=CC=CC1)(C=1C=CC=CC1)C=1C=CC=CC1 (tetrakis(triphenylphosphine)palladium). Solvent: O1CCCC1 (tetrahydrofuran). Product: CC=1C=C(C(=NC1)C1=NC=CC=C1)[SiH](C1=CC=CC=C1)C1=CC=CC=C1 (5-methyldiphenylsilyl-2,2′-bipyridine). Reaction SMILES: Br[C:2]1[C:7]([SiH:8]([C:15]2[CH:20]=[CH:19][CH:18]=[CH:17][CH:16]=2)[C:9]2[CH:14]=[CH:13][CH:12]=[CH:11][CH:10]=2)=[CH:6][C:5]([CH3:21])=[CH:4][N:3]=1.[Br-].[N:23]1[CH:28]=[CH:27][CH:26]=[CH:25][C:24]=1[Zn+].N>C1C=CC([P]([Pd]([P](C2C=CC=CC=2)(C2C=CC=CC=2)C2C=CC=CC=2)([P](C2C=CC=CC=2)(C2C=CC=CC=2)C2C=CC=CC=2)[P](C2C=CC=CC=2)(C2C=CC=CC=2)C2C=CC=CC=2)(C2C=CC=CC=2)C2C=CC=CC=2)=CC=1.O1CCCC1>[CH3:21][C:5]1[CH:6]=[C:7]([SiH:8]([C:15]2[CH:20]=[CH:19][CH:18]=[CH:17][CH:16]=2)[C:9]2[CH:14]=[CH:13][CH:12]=[CH:11][CH:10]=2)[C:2]([C:24]2[CH:25]=[CH:26][CH:27]=[CH:28][N:23]=2)=[N:3][CH:4]=1 |f:1.2,^1:34,36,55,74|. Procedure: To a reaction container equipped with a cooling apparatus, 2.28 g of tetrakis(triphenylphosphine)palladium, 7 g of 2-bromo-5-methyldiphenylsilylpyridine obtained in the above-mentioned Example 5-2 and 125 mL of tetrahydrofuran were added. To the obtained mixture, 39.51 mL of 2-pyridyl zinc bromide (0.5 M/tetrahydrofuran solution) was added with stirring at room temperature. The obtained mixture was stirred at 50° C. for 7 hours and 25 minutes to effect reaction. The reaction mixture was cooled u... Reactants: C(C=C)C1C(=CC(O1)=O)N(CC=1C=NC(=CC1)Cl)CC=C (5-allyl-4-{allyl[(6-chloropyridin-3-yl)methyl]amino}furan-2(5H)-one). The reagents and catalysts are Cl[Ru]([P](C1CCCCC1)(C2CCCCC2)C3CCCCC3)(=CC4=CC=CC=C4)(Cl)=C5N(C6=C(C)C=C(C)C=C6C)CCN5C7=C(C)C=C(C)C=C7C (second generation Grubbs catalyst). Solvent: ClCCl (dichloromethane). Run at time 2 hour. Yields the product ClC1=CC=C(C=N1)CN1C=2C(CC=CC1)OC(C2)=O (4-[(6-chloropyridin-3-yl)methyl]-4,5,8,8a-tetrahydro-2H-furo[3,2-b]azepin-2-one). Isolated yield 80.6%. RXN SMILES: [CH2:1]([CH:4]1[O:8][C:7](=[O:9])[CH:6]=[C:5]1[N:10]([CH2:19][CH:20]=[CH2:21])[CH2:11][C:12]1[CH:13]=[N:14][C:15]([Cl:18])=[CH:16][CH:17]=1)C=C>ClCCl.Cl[Ru](=C1N(C2C(C)=CC(C)=CC=2C)CCN1C1C(C)=CC(C)=CC=1C)(Cl)(=CC1C=CC=CC=1)[P](C1CCCCC1)(C1CCCCC1)C1CCCCC1>[Cl:18][C:15]1[N:14]=[CH:13][C:12]([CH2:11][N:10]2[CH2:19][CH:20]=[CH:21][CH2:1][CH:4]3[O:8][C:7](=[O:9])[CH:6]=[C:5]23)=[CH:17][CH:16]=1 |^1:57|. Procedure details: 40 mg (0.13 mmol) of 5-allyl-4-{allyl[(6-chloropyridin-3-yl)methyl]amino}furan-2(5H)-one (VI-1) are dissolved in 4 ml of dichloromethane, 11 mg (0.013 mmol) of the second generation Grubbs catalyst are added and the mixture is stirred at room temperature for 2 hours. Concentration under reduced pressure and purification of the residue by column chromatography on silica gel (silica gel 60, Merck, particle size: 0.04 to 0.063 mm) using the mobile phase ethyl acetate gives 29 mg (80% of theory) of ...